This data is from the Open Reaction Database (ORD), a public repository of structured organic reaction records. The task is: describe an organic reaction: reactants, conditions, products, and yield The reactants are ClCC1CCN(CC1)S(=O)(=O)C (4-chloromethyl-1-methanesulfonyl-piperidine), ClC1=CC=C(C=C1)[C@H]1C[C@]12C(NC1=CC=CC=C21)=O ((1S,2R)-2-(4-chlorophenyl)spiro[cyclopropane-1,3′-indolin]-2′-one), 445.1. Product: ClC1=CC=C(C=C1)[C@@H]1C[C@@]12C(N(C1=CC=CC=C21)CC2CCN(CC2)S(=O)(=O)C)=O ((1R,2S)-2-(4-chlorophenyl)-1′-((1-(methylsulfonyl)piperidin-4-yl)methyl) Spiro[cyclopropane-1,3′-indolin]-2′-one). RXN SMILES: Cl[CH2:2][CH:3]1[CH2:8][CH2:7][N:6]([S:9]([CH3:12])(=[O:11])=[O:10])[CH2:5][CH2:4]1.[Cl:13][C:14]1[CH:19]=[CH:18][C:17]([C@@H:20]2[C@:22]3([C:30]4[C:25](=[CH:26][CH:27]=[CH:28][CH:29]=4)[NH:24][C:23]3=[O:31])[CH2:21]2)=[CH:16][CH:15]=1>>[Cl:13][C:14]1[CH:15]=[CH:16][C:17]([C@H:20]2[C@@:22]3([C:30]4[C:25](=[CH:26][CH:27]=[CH:28][CH:29]=4)[N:24]([CH2:2][CH:3]4[CH2:8][CH2:7][N:6]([S:9]([CH3:12])(=[O:11])=[O:10])[CH2:5][CH2:4]4)[C:23]3=[O:31])[CH2:21]2)=[CH:18][CH:19]=1. Reported procedure: The title compound was prepared in analogy to Example 70 starting from 4-chloromethyl-1-methanesulfonyl-piperidine (commercially available), (1R,2S) and (1S,2R)-2-(4-chlorophenyl)spiro[cyclopropane-1,3′-indolin]-2′-one prepared as in Scheme 1. LC/MS m/e calcd. for C23H25ClN2O35: 444, observed (M+H)+: 445.1 1HNMR (400 MHz, DMSO-d6) δppm 1.23-1.41 (m, 2 H) 1.66-1.78 (m, 2 H) 1.84-1.98 (m, 1 H) 2.02 (dd, J=9.09, 4.80 Hz, 1 H) 2.30 (dd, J=7.71, 4.67 Hz, 1 H) 2.67 (t, J=11.75 Hz, 2 H) 2.83 (s, 3 H) 3... The reactants are CS(=O)(=O)Cl, Cl, NC(Cc1ccccc1)C(=O)O, [Na+], C1CCOC1, [OH-]. The product is CS(=O)(=O)NC(Cc1ccccc1)C(=O)O. Reaction SMILES: [CH3:13][S:14]([Cl:15])(=[O:16])=[O:17].[ClH:23].[NH2:1][CH:2]([CH2:3][c:4]1[cH:5][cH:6][cH:7][cH:8][cH:9]1)[C:10]([OH:11])=[O:12].[Na+:25].[O:18]1[CH2:19][CH2:20][CH2:21][CH2:22]1.[OH-:24]>>[NH:1]([CH:2]([CH2:3][c:4]1[cH:5][cH:6][cH:7][cH:8][cH:9]1)[C:10]([OH:11])=[O:12])[S:14]([CH3:13])(=[O:16])=[O:17]. Starting materials: 2,6-dichlorophenyl nitrile oxide, C(#C)C1=CC=C(C#N)C=C1 (4-ethynylbenzonitrile), ClC1=C(C(=CC=C1)Cl)C(=NO)Cl (2,6-Dichloro-N-hydroxybenzenecarboximidoyl chloride), C(#C)C1=CC=C(C#N)C=C1 (4-ethynylbenzonitrile). Run in O1CCCC1 (tetrahydrofuran), C(C)N(CC)CC (triethylamine). Conditions: time 1 hour. The product is ClC1=C(C(=CC=C1)Cl)C1=NOC(=C1)C1=CC=C(C=C1)C#N (3-(2,6-dichlorophenyl)-5-(4-cyanophenyl) isoxazole). As a reaction SMILES: [Cl:1][C:2]1[CH:7]=[CH:6][CH:5]=[C:4]([Cl:8])[C:3]=1[C:9](Cl)=[N:10][OH:11].[C:13]([C:15]1[CH:22]=[CH:21][C:18]([C:19]#[N:20])=[CH:17][CH:16]=1)#[CH:14]>O1CCCC1.C(N(CC)CC)C>[Cl:1][C:2]1[CH:7]=[CH:6][CH:5]=[C:4]([Cl:8])[C:3]=1[C:9]1[CH:14]=[C:13]([C:15]2[CH:22]=[CH:21][C:18]([C:19]#[N:20])=[CH:17][CH:16]=2)[O:11][N:10]=1. Procedure details: 2,6-Dichloro-N-hydroxybenzenecarboximidoyl chloride (2.67 g, 11.9 mmol) and 4-ethynylbenzonitrile (1.50 g, 11.9 mmol) were dissolved in anhydrous tetrahydrofuran (150 mL) and triethylamine (2.15 mL). The mixture was stirred at room temperature for 1 h then heated at reflux for 6 h to generate the 2,6-dichlorophenyl nitrile oxide intermediate, which reacted by a 1,3-dipolar cycloaddition reaction with 4-ethynylbenzonitrile. The solvent was removed under reduced pressure. The residue was dissolved... Reactants: c1ccc2c(c1)CCCCN2, O=C(O)CSc1nc2ccccc2s1. Product: O=C(CSc1nc2ccccc2s1)N1CCCCc2ccccc21. As a reaction SMILES: [NH:15]1[c:16]2[c:17]([cH:22][cH:23][cH:24][cH:25]2)[CH2:18][CH2:19][CH2:20][CH2:21]1.[s:1]1[c:2]([S:10][CH2:11][C:12](=[O:13])[OH:14])[n:3][c:4]2[c:5]1[cH:6][cH:7][cH:8][cH:9]2>>[s:1]1[c:2]([S:10][CH2:11][C:12](=[O:14])[N:15]2[c:16]3[c:17]([cH:22][cH:23][cH:24][cH:25]3)[CH2:18][CH2:19][CH2:20][CH2:21]2)[n:3][c:4]2[c:5]1[cH:6][cH:7][cH:8][cH:9]2. Starting materials: O=C(Cl)c1cccnc1, Nc1nc2cc(C(F)(F)F)cc(Cl)n2n1, Cl. The product is O=C(Nc1nc2cc(C(F)(F)F)cc(Cl)n2n1)c1cccnc1. Reaction SMILES: [C:17]([c:18]1[cH:19][n:20][cH:21][cH:22][cH:23]1)(=[O:24])[Cl:25].[Cl:1][c:2]1[cH:3][c:4]([C:12]([F:13])([F:14])[F:15])[cH:5][c:6]2[n:7]1[n:8][c:9]([NH2:11])[n:10]2.[ClH:16]>>[Cl:1][c:2]1[cH:3][c:4]([C:12]([F:13])([F:14])[F:15])[cH:5][c:6]2[n:7]1[n:8][c:9]([NH:11][C:17]([c:18]1[cH:19][n:20][cH:21][cH:22][cH:23]1)=[O:24])[n:10]2. Starting materials: O=C([O-])[O-], CS(C)=O, [Cl-], CC(C)(C)OC(=O)n1cc(-c2cc(Cl)ccc2O)cn1, COc1ccc(CN(c2ncns2)S(=O)(=O)c2ccc(F)c(Cl)c2)c(OC)c1, [K+], [K+], [Na+]. The product is COc1ccc(CN(c2ncns2)S(=O)(=O)c2ccc(Oc3ccc(Cl)cc3-c3cnn(C(=O)OC(C)(C)C)c3)c(Cl)c2)c(OC)c1. Reaction SMILES: [C:49](=[O:50])([O-:51])[O-:52].[CH3:55][S:56]([CH3:57])=[O:58].[Cl-:60].[Cl:1][c:2]1[cH:3][cH:4][c:5]([OH:20])[c:6](-[c:8]2[cH:9][n:10][n:11]([C:13](=[O:14])[O:15][C:16]([CH3:17])([CH3:18])[CH3:19])[cH:12]2)[cH:7]1.[Cl:21][c:22]1[cH:23][c:24]([S:29](=[O:30])(=[O:31])[N:32]([c:33]2[n:34][cH:35][n:36][s:37]2)[CH2:38][c:39]2[c:40]([O:47][CH3:48])[cH:41][c:42]([O:45][CH3:46])[cH:43][cH:44]2)[cH:25][cH:26][c:27]1[F:28].[K+:53].[K+:54].[Na+:59]>>[Cl:1][c:2]1[cH:3][cH:4][c:5]([O:20][c:27]2[c:22]([Cl:21])[cH:23][c:24]([S:29](=[O:30])(=[O:31])[N:32]([c:33]3[n:34][cH:35][n:36][s:37]3)[CH2:38][c:39]3[c:40]([O:47][CH3:48])[cH:41][c:42]([O:45][CH3:46])[cH:43][cH:44]3)[cH:25][cH:26]2)[c:6](-[c:8]2[cH:9][n:10][n:11]([C:13](=[O:14])[O:15][C:16]([CH3:17])([CH3:18])[CH3:19])[cH:12]2)[cH:7]1.